From a dataset of the Open Reaction Database (ORD), a public repository of structured organic reaction records. describe an organic reaction: reactants, conditions, products, and yield Conditions: temperature 45 celsius, time 2 hour. Reagents/catalysts: C=1C=CC(=CC1)[P](C=2C=CC=CC2)(C=3C=CC=CC3)[Pd]([P](C=4C=CC=CC4)(C=5C=CC=CC5)C=6C=CC=CC6)([P](C=7C=CC=CC7)(C=8C=CC=CC8)C=9C=CC=CC9)[P](C=1C=CC=CC1)(C=1C=CC=CC1)C=1C=CC=CC1 (Pd(PPh3)4). As a reaction SMILES: Br[C:2]1[CH:3]=[C:4]2[C:10]([C@@H:11]([C:13]3[C:18]([O:19][CH:20]([F:22])[F:21])=[CH:17][CH:16]=[C:15]([F:23])[C:14]=3[Cl:24])[CH3:12])=[CH:9][N:8](C(OC(C)(C)C)=O)[C:5]2=[N:6][CH:7]=1.[CH3:32][C:33]1[N:37]([C@H:38]2[CH2:43][CH2:42][C@H:41]([OH:44])[CH2:40][CH2:39]2)[N:36]=[CH:35][C:34]=1B1OC(C)(C)C(C)(C)O1.C([O-])([O-])=O.[K+].[K+].O.[ClH:61].CCOCC>C1C=CC([P]([Pd]([P](C2C=CC=CC=2)(C2C=CC=CC=2)C2C=CC=CC=2)([P](C2C=CC=CC=2)(C2C=CC=CC=2)C2C=CC=CC=2)[P](C2C=CC=CC=2)(C2C=CC=CC=2)C2C=CC=CC=2)(C2C=CC=CC=2)C2C=CC=CC=2)=CC=1.O1CCOCC1>[Cl:24][C:14]1[C:15]([F:23])=[CH:16][CH:17]=[C:18]([O:19][CH:20]([F:21])[F:22])[C:13]=1[C@H:11]([C:10]1[C:4]2[C:5](=[N:6][CH:7]=[C:2]([C:34]3[CH:35]=[N:36][N:37]([C@H:38]4[CH2:43][CH2:42][C@H:41]([OH:44])[CH2:40][CH2:39]4)[C:33]=3[CH3:32])[CH:3]=2)[NH:8][CH:9]=1)[CH3:12].[ClH:61] |f:2.3.4,^1:70,72,91,110|. Yields the product ClC1=C(C(=CC=C1F)OC(F)F)[C@@H](C)C1=CNC2=NC=C(C=C21)C=2C=NN(C2C)[C@@H]2CC[C@H](CC2)O (trans-4-[4-(3-{(1S)-1-[2-Chloro-6-(difluoromethoxy)-3-fluorophenyl]ethyl}-1H-pyrrolo[2,3-b]pyridin-5-yl)-5-methyl-1H-pyrazol-1-yl]cyclohexanol), Cl (HCl). The solvent is O1CCOCC1 (dioxane). Starting materials: O (H2O), BrC=1C=C2C(=NC1)N(C=C2[C@H](C)C2=C(C(=CC=C2OC(F)F)F)Cl)C(=O)OC(C)(C)C (tert-butyl 5-bromo-3-{(1S)-1-[2-chloro-6-(difluoromethoxy)-3-fluorophenyl]-ethyl}-1H-pyrrolo[2,3-b]pyridine-1-carboxylate), CC1=C(C=NN1[C@@H]1CC[C@H](CC1)O)B1OC(C(O1)(C)C)(C)C (trans-4-[5-methyl-4-(4,4,5,5-tetramethyl-1,3,2-dioxaborolan-2-yl)-1H-pyrazol-1-yl]cyclohexanol), C(=O)([O-])[O-].[K+].[K+] (K2CO3), Cl (HCl), O (H2O), Cl (HCl), CCOCC (Et2O). Reported procedure: A mixture of tert-butyl 5-bromo-3-{(1S)-1-[2-chloro-6-(difluoromethoxy)-3-fluorophenyl]-ethyl}-1H-pyrrolo[2,3-b]pyridine-1-carboxylate (70.0 mg, 0.135 mmol), trans-4-[5-methyl-4-(4,4,5,5-tetramethyl-1,3,2-dioxaborolan-2-yl)-1H-pyrazol-1-yl]cyclohexanol (53.6 mg, 0.175 mmol), Pd(PPh3)4 (7.78 mg, 0.00673 mmol), K2CO3 (0.0558 g, 0.404 mmol) and 4:1 dioxane:H2O (5 mL, 50 mmol) was heated to 95° C. for 2 h. The solution was cooled to 45° C., and 12 M of HCl in H2O (0.2 mL, 2 mmol) was added, stirring...